This data is from the Open Reaction Database (ORD), a public repository of structured organic reaction records. The task is: describe an organic reaction: reactants, conditions, products, and yield The product is C(C)OC(=O)C=1OC2=C(C1C)C(=CC=C2)OCC(C)O (Ethyl-3-methyl-4-(2-hydroxypropoxy)-benzofuran-2-carboxylate). RXN SMILES: [CH2:1]([O:3][C:4]([C:6]1[O:7][C:8]2[CH:15]=[CH:14][CH:13]=[C:12]([O:16][CH2:17][C:18](=[O:20])[CH3:19])[C:9]=2[C:10]=1[CH3:11])=[O:5])[CH3:2].[BH4-].[Na+]>C(O)C>[CH2:1]([O:3][C:4]([C:6]1[O:7][C:8]2[CH:15]=[CH:14][CH:13]=[C:12]([O:16][CH2:17][CH:18]([OH:20])[CH3:19])[C:9]=2[C:10]=1[CH3:11])=[O:5])[CH3:2] |f:1.2|. The solvent is C(C)O (ethanol). The reactants are C(C)OC(=O)C=1OC2=C(C1C)C(=CC=C2)OCC(C)=O (ethyl-3-methyl-4-(2-oxopropoxy)benzofuran-2-carboxylate), [BH4-].[Na+] (sodium borohydride). Procedure details: To a mixture of ethyl-3-methyl-4-(2-oxopropoxy)benzofuran-2-carboxylate (1.9 g, 6.8 mmoles, Example 117) in ethanol (100 ml) at 5° C. was added in portions, sodium borohydride (254 mg, 6.8 mmoles). The mixture was stirred for 10 minutes at 5° C. and 30 minutes at room temperature. The reaction was quenched with saturated ammonium chloride solution (1.5 ml) and concentrated. The residue was taken up in ether (100 ml), washed with water (25 ml), dried with Na2SO4, filtered and concentrated to obta... Conditions: temperature 5 celsius, time 30 minute. Starting materials: CS(C)=O, O=[N+]([O-])c1cccnc1Cl, O=S([O-])c1ccc2cc(-c3ccc(F)cc3)ccc2c1, [Na+]. The product is O=[N+]([O-])c1cccnc1S(=O)(=O)c1ccc2cc(-c3ccc(F)cc3)ccc2c1. Reaction SMILES: [CH3:32][S:33]([CH3:34])=[O:35].[Cl:22][c:23]1[n:24][cH:25][cH:26][cH:27][c:28]1[N+:29](=[O:30])[O-:31].[F:1][c:2]1[cH:3][cH:4][c:5](-[c:8]2[cH:9][c:10]3[cH:11][cH:12][c:13]([S:18](=[O:19])[O-:20])[cH:14][c:15]3[cH:16][cH:17]2)[cH:6][cH:7]1.[Na+:21]>>[F:1][c:2]1[cH:3][cH:4][c:5](-[c:8]2[cH:9][c:10]3[cH:11][cH:12][c:13]([S:18](=[O:19])(=[O:20])[c:23]4[n:24][cH:25][cH:26][cH:27][c:28]4[N+:29](=[O:30])[O-:31])[cH:14][c:15]3[cH:16][cH:17]2)[cH:6][cH:7]1. Reactants: OC(C(=O)OCC)C1=CC=C(C=C1)C1CCCCC1 (ethyl 2-hydroxy-2-(4-cyclohexylphenyl)acetate), S(=O)(Cl)Cl (thionyl chloride). Yields the product ClC(C(=O)OCC)C1=CC=C(C=C1)C1CCCCC1 (ethyl 2-chloro-2-(4-cyclohexylphenyl)acetate). Yield: 89.0%. As a reaction SMILES: O[CH:2]([C:8]1[CH:13]=[CH:12][C:11]([CH:14]2[CH2:19][CH2:18][CH2:17][CH2:16][CH2:15]2)=[CH:10][CH:9]=1)[C:3]([O:5][CH2:6][CH3:7])=[O:4].S(Cl)([Cl:22])=O>>[Cl:22][CH:2]([C:8]1[CH:13]=[CH:12][C:11]([CH:14]2[CH2:19][CH2:18][CH2:17][CH2:16][CH2:15]2)=[CH:10][CH:9]=1)[C:3]([O:5][CH2:6][CH3:7])=[O:4]. Reported procedure: To ethyl 2-hydroxy-2-(4-cyclohexylphenyl)acetate (52 g) was added thionyl chloride (100 ml) and the mixture was refluxed for 1 hour. The reaction mixture was then concentrated under reduced pressure, and the residual oil was diluted with water and extracted with ether. The ether layer was washed with water, dried (MgSO4) and subjected to vacuum distillation to give ethyl 2-chloro-2-(4-cyclohexylphenyl)acetate (50 g, yield 89%). Reactants: OC1=C(C2=C(C(CO2)=O)C=C1)CN1CCN(CC1)C(=O)OC(C)(C)C (tert-butyl 4-[(6-hydroxy-3-oxo-2,3-dihydrobenzofuran-7-yl)methyl]piperazine-1-carboxylate), ClC1=C(C=CC(=C1)Cl)S(=O)(=O)N1C=C(C2=CC=CC=C12)C=O (1-(2,4-dichlorophenylsulfonyl)-1H-indole-3-carboxaldehyde), N1CCCCC1 (piperidine). Solvent: CO (methanol), CO (methanol), CO (methanol). Reaction conditions: time 8 hour. Yields the product ClC1=C(C=CC(=C1)Cl)S(=O)(=O)N1C=C(C2=CC=CC=C12)\C=C\1/OC2=C(C1=O)C=CC(=C2CN2CCN(CC2)C(=O)OC(C)(C)C)O (tert-butyl (Z)-4-[(2-{[1-(2,4-dichlorophenylsulfonyl)-1H-indol-3-yl]methylene}-6-hydroxy-3-oxo-2,3-dihydrobenzofuran-7-yl)methyl]piperazine-1-carboxylate). Isolated yield 74.8%. Reaction SMILES: [OH:1][C:2]1[CH:11]=[CH:10][C:5]2[C:6](=[O:9])[CH2:7][O:8][C:4]=2[C:3]=1[CH2:12][N:13]1[CH2:18][CH2:17][N:16]([C:19]([O:21][C:22]([CH3:25])([CH3:24])[CH3:23])=[O:20])[CH2:15][CH2:14]1.[Cl:26][C:27]1[CH:32]=[C:31]([Cl:33])[CH:30]=[CH:29][C:28]=1[S:34]([N:37]1[C:45]2[C:40](=[CH:41][CH:42]=[CH:43][CH:44]=2)[C:39]([CH:46]=O)=[CH:38]1)(=[O:36])=[O:35].N1CCCCC1>CO>[Cl:26][C:27]1[CH:32]=[C:31]([Cl:33])[CH:30]=[CH:29][C:28]=1[S:34]([N:37]1[C:45]2[C:40](=[CH:41][CH:42]=[CH:43][CH:44]=2)[C:39](/[CH:46]=[C:7]2\[O:8][C:4]3[C:3]([CH2:12][N:13]4[CH2:14][CH2:15][N:16]([C:19]([O:21][C:22]([CH3:25])([CH3:24])[CH3:23])=[O:20])[CH2:17][CH2:18]4)=[C:2]([OH:1])[CH:11]=[CH:10][C:5]=3[C:6]\2=[O:9])=[CH:38]1)(=[O:36])=[O:35]. Reported procedure: A solution of tert-butyl 4-[(6-hydroxy-3-oxo-2,3-dihydrobenzofuran-7-yl)methyl]piperazine-1-carboxylate (0.100 g, 0.287 mmol) obtained in Example A16, Step 1 in methanol (1.2 mL) was added with 1-(2,4-dichlorophenylsulfonyl)-1H-indole-3-carboxaldehyde (0.102 g, 0.287 mmol) and piperidine (0.00244 g, 0.0287 mmol), and the mixture was stirred overnight at room temperature. The reaction mixture was added with methanol (2 mL), and the solid was suspended in methanol and thereby washed to obtain tert... Starting materials: C(C)OC(CBr)=O (Ethylbromoacetate), OC1=CC=C(C=O)C=C1 (4-Hydroxybenzaldehyde), C([O-])([O-])=O.[K+].[K+] (potassium carbonate), C1(=CC=C(C=C1)S(=O)(=O)O)C (p-toluene sulphonic acid), II (iodine). Solvent: O (water), C1(=CC=CC=C1)C (toluene), O (water). Product: C(=O)(OCC)COC1=CC=C(C=O)C=C1 (4-((carboethoxy)methoxy)benzaldehyde). Reaction SMILES: [OH:1][C:2]1[CH:9]=[CH:8][C:5]([CH:6]=[O:7])=[CH:4][CH:3]=1.C(=O)([O-])[O-].[K+].[K+].C1(C)C=CC(S(O)(=O)=O)=CC=1.II.[CH2:29]([O:31][C:32](=[O:35])[CH2:33]Br)[CH3:30]>O.C1(C)C=CC=CC=1>[C:32]([CH2:33][O:1][C:2]1[CH:9]=[CH:8][C:5]([CH:6]=[O:7])=[CH:4][CH:3]=1)([O:31][CH2:29][CH3:30])=[O:35] |f:1.2.3|. Reported procedure: 4-Hydroxybenzaldehyde (250 g, 2.05 M), potassium carbonate (565 g, 4.09 M), toluene (2.5 L), p-toluene sulphonic acid (39 g, 0.21 M) and iodine (2 g, catalytic) were taken in a 5 L 4-neck round bottom flask with mechanical stirrer and a Dean-Stark condenser. Ethylbromoacetate (341 g, 2.05 M) was added and the reaction refluxed for 6-8 hours, under azeotropic removal of water, while monitoring the reaction on TLC. After the completion of the reaction, water was added and the organic layer separat... The reactants are FC1=C(C(=O)OC)C(=CC=C1)[N+](=O)[O-] (Methyl 2-fluoro-6-nitrobenzoate). Reagents/catalysts: [Fe] (iron). Run in CCO.CC(=O)O (EtOH HOAc). Yields the product NC1=C(C(=O)OC)C(=CC=C1)F (methyl 2-amino-6-fluorobenzoate). Reaction SMILES: [F:1][C:2]1[CH:11]=[CH:10][CH:9]=[C:8]([N+:12]([O-])=O)[C:3]=1[C:4]([O:6][CH3:7])=[O:5]>CCO.CC(O)=O.[Fe]>[NH2:12][C:8]1[CH:9]=[CH:10][CH:11]=[C:2]([F:1])[C:3]=1[C:4]([O:6][CH3:7])=[O:5] |f:1.2|. Reported procedure: Methyl 2-fluoro-6-nitrobenzoate (715 mg, 3.59 mmol) was dissolved in EtOH/HOAc/(10 mL/10 mL), followed by addition of iron powder (602 mg, 10.8 mmol) at room temperature. The resulting mixture was refluxed under N2 for 2 hrs. After cooling down to room temperature, the brown suspension was partitioned between H2O (30 mL) and Et2O (100 mL). After separation, the aqueous solution was extracted with Et2O (50 mL). The combined organic layers were washed with 1N NaOH (3×50 mL), brine (50 mL), dried o...